This data is from the Open Reaction Database (ORD), a public repository of structured organic reaction records. The task is: describe an organic reaction: reactants, conditions, products, and yield Reactants: ClCc1c(-c2ccccc2)ccnc1Cl, Cl, NCCO, C1CCOC1, O. Product: OCCNCc1c(-c2ccccc2)ccnc1Cl. As a reaction SMILES: [Cl:2][c:3]1[n:4][cH:5][cH:6][c:7](-[c:11]2[cH:12][cH:13][cH:14][cH:15][cH:16]2)[c:8]1[CH2:9][Cl:10].[ClH:1].[NH2:17][CH2:18][CH2:19][OH:20].[O:22]1[CH2:23][CH2:24][CH2:25][CH2:26]1.[OH2:21]>>[Cl:2][c:3]1[n:4][cH:5][cH:6][c:7](-[c:11]2[cH:12][cH:13][cH:14][cH:15][cH:16]2)[c:8]1[CH2:9][NH:17][CH2:18][CH2:19][OH:20]. Reactants: C(CCC)[Li] (n-butyllithium), BrC1=CC(=NC(=C1)C)C (4-bromo-2,6-lutidine), C(CCC)[Sn](CCCC)(CCCC)Cl (tributyltin chloride). Solvent: C(C)OCC (diethyl ether). Conditions: temperature -60 celsius, time 15 minute. Yields the product CC1=NC(=CC(=C1)[Sn](CCCC)(CCCC)CCCC)C (2,6-Dimethyl-4-(tributylstannyl)pyridine). Yield: 101.1%. Reaction SMILES: Br[C:2]1[CH:7]=[C:6]([CH3:8])[N:5]=[C:4]([CH3:9])[CH:3]=1.C([Li])CCC.[CH2:15]([Sn:19](Cl)([CH2:24][CH2:25][CH2:26][CH3:27])[CH2:20][CH2:21][CH2:22][CH3:23])[CH2:16][CH2:17][CH3:18]>C(OCC)C>[CH3:8][C:6]1[CH:7]=[C:2]([Sn:19]([CH2:20][CH2:21][CH2:22][CH3:23])([CH2:24][CH2:25][CH2:26][CH3:27])[CH2:15][CH2:16][CH2:17][CH3:18])[CH:3]=[C:4]([CH3:9])[N:5]=1. Procedure details: A 22 L flask was charged with 740 g of 4-bromo-2,6-lutidine and 10.0 L of diethyl ether and cooled to -60° C. in a Dry Ice/acetone bath under nitrogen. A solution of 4.0 moles of n-butyllithium was added dropwise over 1 hour maintaining a temperature below -58° C. to form an orange-yellow precipitate. After continued stirring in the cold for 15 minutes, 1280 g of tributyltin chloride was added over 2 hours at a temperature of -60° to -57° C. to form a solution. The reaction was stirred cold for ...